From a dataset of the Open Reaction Database (ORD), a public repository of structured organic reaction records. describe an organic reaction: reactants, conditions, products, and yield Reactants: N[C@H]1[C@@H]2N(C(=C(CS2)[C@H]2OCCC2)C(=O)OCC2=CC=C(C=C2)OC)C1=O (4-methoxybenzyl (6R,7R)-7-amino-3-[(S)-tetrahydrofuran-2-yl]ceph-3-em-4-carboxylate), CS(=O)(=O)Cl (Methanesulphonyl chloride), NC=1SC=C(N1)/C(/C(=O)O)=N/OC (2-(2-aminothiazol-4-yl)-2-(Z)-methoxyiminoacetic acid), C(C)(C)N(C(C)C)CC (N,N-diisopropylethylamine), N1=CC=CC=C1 (pyridine). The solvent is CN(C)C=O (DMF), CN(C)C=O (DMF). Reaction conditions: temperature -30 celsius, time 30 minute. Yields the product NC=1SC=C(N1)/C(/C(=O)N[C@H]1[C@@H]2N(C(=C(CS2)[C@H]2OCCC2)C(=O)OCC2=CC=C(C=C2)OC)C1=O)=N/OC (4-Methoxybenzyl (6R,7R)-7-[2-(2-aminothiazol-4-yl)-2-(Z)-methoxyiminoacetamido]-3-[(S)-tetrahydrofuran-2-yl]ceph-3-em-4-carboxylate). Isolated yield 83.4%. As a reaction SMILES: CS(Cl)(=O)=O.[NH2:6][C:7]1[S:8][CH:9]=[C:10](/[C:12](=[N:16]/[O:17][CH3:18])/[C:13]([OH:15])=O)[N:11]=1.C(N(CC)C(C)C)(C)C.[NH2:28][C@@H:29]1[C:53](=[O:54])[N:31]2[C:32]([C:41]([O:43][CH2:44][C:45]3[CH:50]=[CH:49][C:48]([O:51][CH3:52])=[CH:47][CH:46]=3)=[O:42])=[C:33]([C@@H:36]3[CH2:40][CH2:39][CH2:38][O:37]3)[CH2:34][S:35][C@H:30]12.N1C=CC=CC=1>CN(C=O)C>[NH2:6][C:7]1[S:8][CH:9]=[C:10](/[C:12](=[N:16]/[O:17][CH3:18])/[C:13]([NH:28][C@@H:29]2[C:53](=[O:54])[N:31]3[C:32]([C:41]([O:43][CH2:44][C:45]4[CH:50]=[CH:49][C:48]([O:51][CH3:52])=[CH:47][CH:46]=4)=[O:42])=[C:33]([C@@H:36]4[CH2:40][CH2:39][CH2:38][O:37]4)[CH2:34][S:35][C@H:30]23)=[O:15])[N:11]=1. Procedure details: Methanesulphonyl chloride (203μl, 2.62mmol) was added to 2-(2-aminothiazol-4-yl)-2-(Z)-methoxyiminoacetic acid (528mg, 2.63mmol) and N,N-diisopropylethylamine (458μl, 2.63mmol) in DMF (8ml) at -30° C. After stirring at -30±10° C. for 30min., a solution of 4-methoxybenzyl (6R,7R)-7-amino-3-[(S)-tetrahydrofuran-2-yl]ceph-3-em-4-carboxylate (930mg, 2.38mmol) in DMF (5ml) was added, followed by pyridine (213 μl, 2.63mmol). The reaction mixture was transferred to an ice-bath and stirring continued fo... Reactants: CCCCCn1c2nc[nH]c2c(=O)n2nnnc12, C1CCOC1, O=C1CCC(=O)N1Br. The product is CCCCCn1c2nc(Br)[nH]c2c(=O)n2nnnc12. Reaction SMILES: [CH2:1]([CH2:2][CH2:3][CH2:4][CH3:5])[n:6]1[c:7]2[n:8]([c:9](=[O:15])[c:10]3[nH:11][cH:12][n:13][c:14]13)[n:16][n:17][n:18]2.[CH2:27]1[O:28][CH2:29][CH2:30][CH2:31]1.[O:19]=[C:20]1[N:21]([Br:26])[C:22](=[O:23])[CH2:24][CH2:25]1>>[CH2:1]([CH2:2][CH2:3][CH2:4][CH3:5])[n:6]1[c:7]2[n:8]([c:9](=[O:15])[c:10]3[nH:11][c:12]([Br:26])[n:13][c:14]13)[n:16][n:17][n:18]2. The reactants are O=C1C(=CC(=C2C=CC=CN12)CN1CCN(CC1)C1=CC(=NC=C1)C=C)C(=O)OCC (ethyl 4-oxo-1-{[4-(2-vinylpyridin-4-yl)piperazine-1-yl]methyl}-4H-quinolizine-3-carboxylate). The reagents and catalysts are [Pd] (Pd/C). Solvent: CO (MeOH). Reaction conditions: time 2 hour. Product: C(C)C1=NC=CC(=C1)N1CCN(CC1)CC=1C=C(C(N2C=CC=CC12)=O)C(=O)O (1-{[4-(2-ethylpyridin-4-yl)piperazin-1-yl]methyl}-4-oxo-4H-quinolizine-3-carboxylic acid). Reaction SMILES: [O:1]=[C:2]1[N:11]2[C:6]([CH:7]=[CH:8][CH:9]=[CH:10]2)=[C:5]([CH2:12][N:13]2[CH2:18][CH2:17][N:16]([C:19]3[CH:24]=[CH:23][N:22]=[C:21]([CH:25]=[CH2:26])[CH:20]=3)[CH2:15][CH2:14]2)[CH:4]=[C:3]1[C:27]([O:29]CC)=[O:28]>CO.[Pd]>[CH2:25]([C:21]1[CH:20]=[C:19]([N:16]2[CH2:15][CH2:14][N:13]([CH2:12][C:5]3[CH:4]=[C:3]([C:27]([OH:29])=[O:28])[C:2](=[O:1])[N:11]4[C:6]=3[CH:7]=[CH:8][CH:9]=[CH:10]4)[CH2:18][CH2:17]2)[CH:24]=[CH:23][N:22]=1)[CH3:26]. Reported procedure: To a solution of ethyl 4-oxo-1-{[4-(2-vinylpyridin-4-yl)piperazine-1-yl]methyl}-4H-quinolizine-3-carboxylate (0.050 g, 0.12 mmol) in 3 mL of MeOH under nitrogen was added Pd/C (10 mol %). The reaction was placed under an atmosphere of hydrogen (balloon). After 2 hours, the mixture was filtered and concentrated in vacuo. To a solution of the resulting residue in 1 mL of DMSO was added aqueous lithium hydroxide (0.3 mL). After 2 hours, the reaction mixture was acidified with 6 N HCl to pH ˜2, filt... Reactants: CC1(CC=C(CC1)C1=NC(=CC=C1NC(=O)C=1NC=C(N1)C#N)C1(CCOCC1)O)C (4-cyano-1H-imidazole-2-carboxylic acid [2-(4,4-dimethyl-cyclohex-1-enyl)-6-(4-hydroxy-tetrahydro-pyran-4-yl)-pyridin-3-yl]-amide), CN1CCNCC1 (N-methylpiperazine). Product: CC1(CC=C(CC1)C1=NC(=CC=C1NC(=O)C=1NC=C(N1)C#N)C1(CCOCC1)N1CCN(CC1)C)C (4-Cyano-1H-imidazole-2-carboxylic acid {2-(4,4-dimethyl-cyclohex-1-enyl)-6-[4-(4-methyl-piperazin-1-yl)-tetrahydro-pyran-4-yl]-pyridin-3-yl}-amide). RXN SMILES: [CH3:1][C:2]1([CH3:31])[CH2:7][CH2:6][C:5]([C:8]2[C:13]([NH:14][C:15]([C:17]3[NH:18][CH:19]=[C:20]([C:22]#[N:23])[N:21]=3)=[O:16])=[CH:12][CH:11]=[C:10]([C:24]3(O)[CH2:29][CH2:28][O:27][CH2:26][CH2:25]3)[N:9]=2)=[CH:4][CH2:3]1.[CH3:32][N:33]1[CH2:38][CH2:37][NH:36][CH2:35][CH2:34]1>>[CH3:1][C:2]1([CH3:31])[CH2:7][CH2:6][C:5]([C:8]2[C:13]([NH:14][C:15]([C:17]3[NH:18][CH:19]=[C:20]([C:22]#[N:23])[N:21]=3)=[O:16])=[CH:12][CH:11]=[C:10]([C:24]3([N:36]4[CH2:37][CH2:38][N:33]([CH3:32])[CH2:34][CH2:35]4)[CH2:29][CH2:28][O:27][CH2:26][CH2:25]3)[N:9]=2)=[CH:4][CH2:3]1. Procedure details: The title compound is prepared from 4-cyano-1H-imidazole-2-carboxylic acid [2-(4,4-dimethyl-cyclohex-1-enyl)-6-(4-hydroxy-tetrahydro-pyran-4-yl)-pyridin-3-yl]-amide (as prepared in the previous step) and N-methylpiperazine according to the procedure in Example 4. Reactants: CC1=NN=C2N1C1=CC=C(C=C1CC2)B2OC(C(O2)(C)C)(C)C (1-methyl-7-(4,4,5,5-tetramethyl-1,3,2-dioxaborolan-2-yl)-4,5-dihydro-[1,2,4]triazolo[4,3-a]quinoline), BrC=1C=NC=C(C1)C(F)(F)F (3-bromo-5-(trifluoromethyl)pyridine), C([O-])([O-])=O.[Na+].[Na+] (sodium carbonate). The reagents and catalysts are C1=CC=C(C=C1)P([C-]2C=CC=C2)C3=CC=CC=C3.C1=CC=C(C=C1)P([C-]2C=CC=C2)C3=CC=CC=C3.Cl[Pd]Cl.[Fe+2] (Pd(dppf)2Cl2). Run in O1CCOCC1 (1,4-dioxan). Conditions: temperature 80 celsius, time 12 hour. The product is CC1=NN=C2N1C1=CC=C(C=C1CC2)C=2C=NC=C(C2)C(F)(F)F (1-methyl-7-(5-(trifluoromethyl)pyridin-3-yl)-4,5-dihydro-[1,2,4]triazolo[4,3-a]quinoline). RXN SMILES: [CH3:1][C:2]1[N:6]2[C:7]3[C:12]([CH2:13][CH2:14][C:5]2=[N:4][N:3]=1)=[CH:11][C:10](B1OC(C)(C)C(C)(C)O1)=[CH:9][CH:8]=3.Br[C:25]1[CH:26]=[N:27][CH:28]=[C:29]([C:31]([F:34])([F:33])[F:32])[CH:30]=1.C(=O)([O-])[O-].[Na+].[Na+]>C1C=CC(P(C2C=CC=CC=2)[C-]2C=CC=C2)=CC=1.C1C=CC(P(C2C=CC=CC=2)[C-]2C=CC=C2)=CC=1.Cl[Pd]Cl.[Fe+2].O1CCOCC1>[CH3:1][C:2]1[N:6]2[C:7]3[C:12]([CH2:13][CH2:14][C:5]2=[N:4][N:3]=1)=[CH:11][C:10]([C:25]1[CH:26]=[N:27][CH:28]=[C:29]([C:31]([F:34])([F:33])[F:32])[CH:30]=1)=[CH:9][CH:8]=3 |f:2.3.4,5.6.7.8|. Procedure details: To a stirred solution of 1-methyl-7-(4,4,5,5-tetramethyl-1,3,2-dioxaborolan-2-yl)-4,5-dihydro-[1,2,4]triazolo[4,3-a]quinoline (75-2; 0.5 g, 0.00112 mol) and 3-bromo-5-(trifluoromethyl)pyridine (0.381 g, 0.00168 mol) in the mixture of 1,4-dioxan (10 mL) was added aqueous sodium carbonate (2M) (1.68 mL, 0.003376 mol). Reaction mass was purged with argon for 20 min. Then catalyst Pd(dppf)2Cl2 (0.0459 g, 0.003376 mol) was added and allowed to stir at 80° C. for 12 h. The reaction mixture was filtere... Reactants: CI (methyl iodide), COC1=CC2=C(C(C=C(S2)S)=O)C=C1 (7-Methoxy-2-mercapto-4-oxo-4H-1-benzothiopyran), [H-].[Na+] (sodium hydride), ice, [Cl-].[NH4+] (ammonium chloride). Run in CN(C)C=O (DMF). Run at time 12 hour. Product: COC1=CC2=C(C(C=C(S2)SC)=O)C=C1 (7-methoxy-2-methylthio-4-oxo-4H-1-benzothiopyran). The yield is 83.3%. RXN SMILES: [CH3:1][O:2][C:3]1[CH:14]=[CH:13][C:6]2[C:7](=[O:12])[CH:8]=[C:9]([SH:11])[S:10][C:5]=2[CH:4]=1.[H-].[Na+].[CH3:17]I.[Cl-].[NH4+]>CN(C=O)C>[CH3:1][O:2][C:3]1[CH:14]=[CH:13][C:6]2[C:7](=[O:12])[CH:8]=[C:9]([S:11][CH3:17])[S:10][C:5]=2[CH:4]=1 |f:1.2,4.5|. Reported procedure: 7-Methoxy-2-mercapto-4-oxo-4H-1-benzothiopyran (2.00 g, 8.92 mmol) was dissolved in DMF (15 ml) and gradually added with sodium hydride (505.8 mg, 11.59 mmol) over 30 minutes in the ice bath and under nitrogen atmosphere. After removal of the ice bath and stir for 12 hours, the solution was added with methyl iodide (0.83 ml, 13.37 mmol) and further stirred for 3 hours. The reaction liquid was injected into the cooled aqueous solution (100 ml) of saturated ammonium chloride. The precipitated crud... The reactants are CSC1=CC(=C(C=C1)O)[N+](=O)[O-] (4-methylthio-2-nitrophenol), C1(=CC=CC=C1)P(C1=CC=CC=C1)C1=CC=CC=C1 (triphenylphosphine), N(=NC(=O)OCC)C(=O)OCC (diethyl azodicarboxylate), CN1C(N(C(C=C1NCCNC(C1=CC=C(C=C1)[N+](=O)[O-])=O)=O)C)=O (1,3-dimethyl-6-[2-(4-nitrobenzoylamino)ethylamino]-2,4(1H,3H)-pyrimidinedione), CN1C(N(C(C=C1NCCNC(C1=CC=C(C=C1)[N+](=O)[O-])=O)=O)C)=O (1,3-dimethyl-6-[2-(4-nitrobenzoylamino)ethylamino]-2,4(1H,3H)-pyrimidinedione). The solvent is O1CCCC1 (tetrahydrofuran). Product: CN1C(N(C(C=C1N1CCN(CC1)CCCOC1=C(C=C(C=C1)SC)[N+](=O)[O-])=O)C)=O (1,3-dimethyl-6-{4-[3-(4-methylthio-2-nitrophenyloxy)propyl]piperazin-1-yl}-2,4(1H,3H)-pyrimidinedione). The yield is 112.0%. RXN SMILES: [CH3:1][S:2][C:3]1[CH:8]=[CH:7][C:6]([OH:9])=[C:5]([N+:10]([O-:12])=[O:11])[CH:4]=1.[CH3:13][N:14]1[C:19]([NH:20][CH2:21][CH2:22][NH:23][C:24](=O)[C:25]2[CH:30]=CC([N+]([O-])=O)=CC=2)=[CH:18][C:17](=[O:35])[N:16]([CH3:36])[C:15]1=[O:37].[C:38]1(P(C2C=CC=CC=2)C2C=CC=CC=2)C=CC=C[CH:39]=1.N(C(OCC)=O)=NC(OCC)=O>O1CCCC1>[CH3:13][N:14]1[C:19]([N:20]2[CH2:21][CH2:22][N:23]([CH2:24][CH2:25][CH2:30][O:9][C:6]3[CH:7]=[CH:8][C:3]([S:2][CH3:1])=[CH:4][C:5]=3[N+:10]([O-:12])=[O:11])[CH2:39][CH2:38]2)=[CH:18][C:17](=[O:35])[N:16]([CH3:36])[C:15]1=[O:37]. Reported procedure: 1.5 g of 4-methylthio-2-nitrophenol, 2.0 g of 1,3-dimethyl-6-[4-(3-hydroxypropyl)piperazin-1-yl]-2,4(1H,3H)-pyrimidinedione (Compound 139) and 2.2 g of triphenylphosphine were suspended in 30 ml of anhydrous tetrahydrofuran, followed by the addition of 1.35 ml of diethyl azodicarboxylate. The thus-prepared mixture was treated in a similar manner to Example 84-(2), thereby obtaining 2.9 g of 1,3-dimethyl-6-{4-[3-(4-methylthio-2-nitrophenyloxy)propyl]piperazin-1-yl}-2,4(1H,3H)-pyrimidinedione as c...